From a dataset of the Open Reaction Database (ORD), a public repository of structured organic reaction records. describe an organic reaction: reactants, conditions, products, and yield Starting materials: C(=O)(OC(C)(C)C)C=CCNCC(=O)O (N-BOC allylglycine), C1(=CC=CC=C1)C(=[N+]=[N-])C1=CC=CC=C1 (diphenyldiazomethane). Run in C(C)#N (acetonitrile). Yields the product C(C1=CC=CC=C1)(C1=CC=CC=C1)OC(CNCC=CC(=O)OC(C)(C)C)=O (N-BOC allylglycine benzhydryl ester). RXN SMILES: [C:1]([CH:8]=[CH:9][CH2:10][NH:11][CH2:12][C:13]([OH:15])=[O:14])([O:3][C:4]([CH3:7])([CH3:6])[CH3:5])=[O:2].[C:16]1([C:22]([C:25]2[CH:30]=[CH:29][CH:28]=[CH:27][CH:26]=2)=[N+]=[N-])[CH:21]=[CH:20][CH:19]=[CH:18][CH:17]=1>C(#N)C>[CH:22]([O:14][C:13](=[O:15])[CH2:12][NH:11][CH2:10][CH:9]=[CH:8][C:1]([O:3][C:4]([CH3:6])([CH3:7])[CH3:5])=[O:2])([C:16]1[CH:21]=[CH:20][CH:19]=[CH:18][CH:17]=1)[C:25]1[CH:30]=[CH:29][CH:28]=[CH:27][CH:26]=1. Reported procedure: N-BOC allylglycine, 269 mg, is treated with 243 mg of diphenyldiazomethane in 25 ml of acetonitrile for one hour. The solvent is evaporated. Benzene is added, washed with aqueous NaHCO3 and brine, dried with MgSO4, filtered and evaporated, affording crystalline product which is washed with hexane and dried, 380 mg, m.p. 79° C. The yield is 80.4%. Procedure: SnCl4 (1.01 g, 3.94 mmol) in CH2Cl2 (5 ml) was added to 2-thiophenylacetyl chloride (6.33 g, 39.4 mmol) and thiopene (3.32 g, 39.4 mmol) in CH2Cl2 (300 ml) at room temperature. The reaction was complete (by TLC) after 3 hours. The solution was poured over a 10% aqueous HCl/ice slurry. The organic layer was separated, washed twice with H2O and dried over MgSO4. The solvent was removed under reduced pressure. The crude oil was chromatographed on SiO2 (300 g), eluting with Hexane/CH2Cl2, 1/1 to aff... The reactants are Cl[Sn](Cl)(Cl)Cl (SnCl4), S1C(=CC=C1)CC(=O)Cl (2-thiophenylacetyl chloride), HCl ice. Run in C(Cl)Cl (CH2Cl2), C(Cl)Cl (CH2Cl2). The product is S1C(=CC=C1)C(CC=1SC=CC1)=O (1,2-Bis-(2-thienyl)-ethanone). As a reaction SMILES: Cl[Sn](Cl)(Cl)Cl.[S:6]1[CH:10]=[CH:9][CH:8]=[C:7]1[CH2:11][C:12](Cl)=[O:13]>C(Cl)Cl>[S:6]1[CH:10]=[CH:9][CH:8]=[C:7]1[C:12](=[O:13])[CH2:11][C:7]1[S:6][CH:10]=[CH:9][CH:8]=1.